From a dataset of the Open Reaction Database (ORD), a public repository of structured organic reaction records. describe an organic reaction: reactants, conditions, products, and yield The product is C(C)C1=NC=CC(=C1)[Sn](CCCC)(CCCC)CCCC (2-Ethyl-4-(tributylstannyl)pyridine), BrC1=CC(=NC=C1)CC (4-bromo-2-ethylpyridine). The solvent is C(C)OCC (diethyl ether). As a reaction SMILES: [Br:1][C:2]1[CH:7]=[CH:6][N:5]=[C:4]([CH2:8][CH3:9])[CH:3]=1.C([Li])CCC.[CH2:15]([Sn:19](Cl)([CH2:24][CH2:25][CH2:26][CH3:27])[CH2:20][CH2:21][CH2:22][CH3:23])[CH2:16][CH2:17][CH3:18]>C(OCC)C>[CH2:8]([C:4]1[CH:3]=[C:2]([Sn:19]([CH2:20][CH2:21][CH2:22][CH3:23])([CH2:24][CH2:25][CH2:26][CH3:27])[CH2:15][CH2:16][CH2:17][CH3:18])[CH:7]=[CH:6][N:5]=1)[CH3:9].[Br:1][C:2]1[CH:7]=[CH:6][N:5]=[C:4]([CH2:8][CH3:9])[CH:3]=1. Reported procedure: The title compound (5 g as a yellow oil) was obtained from 3 g of 4-bromo-2-ethylpyridine from (a) above, 6.4 ml of n-butyllithium and 4.3 ml of tributyltin chloride with 50 ml of diethyl ether as solvent by a procedure analogous to that of Example 2(b) above. Starting materials: BrC1=CC(=NC=C1)CC (4-Bromo-2-ethylpyridine), C(CCC)[Li] (n-butyllithium), C(CCC)[Sn](CCCC)(CCCC)Cl (tributyltin chloride). Reactants: O=Cc1ccccc1Cl, COc1ccc(N)cc1F. Yields the product COc1cc(C(=O)c2ccccc2Cl)c(N)cc1F. Reaction SMILES: [Cl:1][c:2]1[c:3]([CH:4]=[O:5])[cH:6][cH:7][cH:8][cH:9]1.[F:10][c:11]1[cH:12][c:13]([NH2:14])[cH:15][cH:16][c:17]1[O:18][CH3:19]>>[Cl:1][c:2]1[c:3]([C:4](=[O:5])[c:15]2[c:13]([NH2:14])[cH:12][c:11]([F:10])[c:17]([O:18][CH3:19])[cH:16]2)[cH:6][cH:7][cH:8][cH:9]1.